From a dataset of the Open Reaction Database (ORD), a public repository of structured organic reaction records. describe an organic reaction: reactants, conditions, products, and yield Reactants: C(CCCCCCCCCCC)N1C(=O)C(=O)C2=CC=CC=C12 (1-dodecyl-isatin), C(C1=CC=CC=C1)(=O)NN (benzhydrazide). Product: C(CCCCCCCCCCC)N1C(\C(\C2=CC=CC=C12)=N/NC(C1=CC=CC=C1)=O)=O (N′-[(3Z)-1-(1-dodecyl)-2-oxo-1,2-dihydro-3H-indol-3-ylidene]benzohydrazide). The yield is 100.0%. As a reaction SMILES: [CH2:1]([N:13]1[C:23]2[C:18](=[CH:19][CH:20]=[CH:21][CH:22]=2)[C:16](=O)[C:14]1=[O:15])[CH2:2][CH2:3][CH2:4][CH2:5][CH2:6][CH2:7][CH2:8][CH2:9][CH2:10][CH2:11][CH3:12].[C:24]([NH:32][NH2:33])(=[O:31])[C:25]1[CH:30]=[CH:29][CH:28]=[CH:27][CH:26]=1>>[CH2:1]([N:13]1[C:23]2[C:18](=[CH:19][CH:20]=[CH:21][CH:22]=2)/[C:16](=[N:33]/[NH:32][C:24](=[O:31])[C:25]2[CH:30]=[CH:29][CH:28]=[CH:27][CH:26]=2)/[C:14]1=[O:15])[CH2:2][CH2:3][CH2:4][CH2:5][CH2:6][CH2:7][CH2:8][CH2:9][CH2:10][CH2:11][CH3:12]. Reported procedure: The title compound was prepared as a pale orange solid, using 1-dodecyl-isatin and benzhydrazide according to the synthetic method D. The resulting solid was washed with ethanol. Yield: 100%. 1H NMR (DMSO-d6): δ 0.82 (t, J=6.6 Hz, 3H), 1.20-1.28 (m, 18H), 1.62-1.66 (m, 2H), 3.77 (t, J=6.9 Hz, 2H), 7.16-7.24 (m, 2H), 7.48 (t, J=7.5 Hz, 1H), 7.60-7.73 (m, 4H), 7.92 (d, J=7.8 Hz, 2H), 13.91 (br s, 1H). 13C NMR (DMSO-d6): δ 14.38 (CH3), 22.53 (CH2), 26.67 (CH2), 27.38 (CH2), 29.07 (CH2), 29.14 (CH2)... Reactants: FC=1C2=C(C=C3CC4(C(NC(NC4=O)=O)=O)[C@@H]4N(C13)C[C@H](O[C@H]4C)C)C(=NO2)C2=NC(=NC=C2)S(=O)(=O)C ((2R,4S,4aS)-11-fluoro-2,4-dimethyl-8-(2-(methylsulfonyl)pyrimidin-4-yl)-2,4,4a,6-tetrahydro-1H,1′H-spiro[isoxazolo[4,5-g][1,4]oxazino[4,3-a]quinoline-5,5′-pyrimidine]-2′,4′,6′(3′H)-trione), N (ammonia), CO (methanol). Product: FC=1C2=C(C=C3CC4(C(NC(NC4=O)=O)=O)[C@@H]4N(C13)C[C@H](O[C@H]4C)C)C(=NO2)C2=NC(=NC=C2)OC ((2R,4S,4aS)-11-fluoro-8-(2-methoxypyrimidin-4-yl)-2,4-dimethyl-2,4,4a,6-tetrahydro-1H,1′H-spiro[isoxazolo[4,5-g][1,4]oxazino[4,3-a]quinoline-5,5′-pyrimidine]-2′,4′,6′(3′H)-trione). RXN SMILES: [F:1][C:2]1[C:3]2[O:28][N:27]=[C:26]([C:29]3[CH:34]=[CH:33][N:32]=[C:31](S(C)(=O)=O)[N:30]=3)[C:4]=2[CH:5]=[C:6]2[C:19]=1[N:18]1[CH2:20][C@@H:21]([CH3:25])[O:22][C@@H:23]([CH3:24])[C@@H:17]1[C:8]1([C:13](=[O:14])[NH:12][C:11](=[O:15])[NH:10][C:9]1=[O:16])[CH2:7]2.N.[CH3:40][OH:41]>>[F:1][C:2]1[C:3]2[O:28][N:27]=[C:26]([C:29]3[CH:34]=[CH:33][N:32]=[C:31]([O:41][CH3:40])[N:30]=3)[C:4]=2[CH:5]=[C:6]2[C:19]=1[N:18]1[CH2:20][C@@H:21]([CH3:25])[O:22][C@@H:23]([CH3:24])[C@@H:17]1[C:8]1([C:13](=[O:14])[NH:12][C:11](=[O:15])[NH:10][C:9]1=[O:16])[CH2:7]2. Procedure details: Starting material: (2R,4S,4aS)-11-fluoro-2,4-dimethyl-8-(2-(methylsulfonyl)pyrimidin-4-yl)-2,4,4a,6-tetrahydro-1H,1′H-spiro[isoxazolo[4,5-g][1,4]oxazino[4,3-a]quinoline-5,5′-pyrimidine]-2′,4′,6′(3′H)-trione (Example 169) and 2M ammonia in methanol. Reactants: C(C)(C)(C)C=1N=C(C2=C(N1)N(N=N2)CC)N2CC(CC2)(F)F (5-tert-Butyl-7-(3,3-difluoro-pyrrolidin-1-yl)-3-ethyl-3H-[1,2,3]triazolo[4,5-d]pyrimidine), C(C)(C)(C)C=1N=C(C2=C(N1)NN=N2)N2CC(CC2)(F)F (5-tert-butyl-7-(3,3-difluoropyrrolidin-1-yl)-3H-[1,2,3]triazolo[4,5-d]pyrimidine), ClC1=C(C(=CC=C1)F)CCl (1-chloro-2-(chloromethyl)-3-fluorobenzene). Product: C(C)(C)(C)C=1N=C(C2=C(N1)N(N=N2)CC2=C(C=CC=C2F)Cl)N2CC(CC2)(F)F (5-tert-Butyl-3-(2-chloro-6-fluoro-benzyl)-7-(3,3-difluoro-pyrrolidin-1-yl)-3H-[1,2,3]triazolo[4,5-d]pyrimidine), solid. Isolated yield 39.0%. RXN SMILES: [C:1]([C:5]1[N:6]=[C:7]([N:16]2[CH2:20][CH2:19][C:18]([F:22])([F:21])[CH2:17]2)[C:8]2[N:13]=[N:12][N:11]([CH2:14][CH3:15])[C:9]=2[N:10]=1)([CH3:4])([CH3:3])[CH3:2].C(C1N=C(N2CCC(F)(F)C2)C2N=NNC=2N=1)(C)(C)C.[Cl:43][C:44]1[CH:49]=[CH:48][CH:47]=[C:46]([F:50])C=1CCl>>[C:1]([C:5]1[N:6]=[C:7]([N:16]2[CH2:20][CH2:19][C:18]([F:21])([F:22])[CH2:17]2)[C:8]2[N:13]=[N:12][N:11]([CH2:14][C:15]3[C:46]([F:50])=[CH:47][CH:48]=[CH:49][C:44]=3[Cl:43])[C:9]=2[N:10]=1)([CH3:2])([CH3:3])[CH3:4]. Procedure: In analogy to the procedure described for the synthesis of 5-tert-butyl-7-(3,3-difluoro-pyrrolidin-1-yl)-3-ethyl-3H-[1,2,3]triazolo[4,5-d]pyrimidine (example 61), the title compound was prepared from 5-tert-butyl-7-(3,3-difluoropyrrolidin-1-yl)-3H-[1,2,3]triazolo[4,5-d]pyrimidine and 1-chloro-2-(chloromethyl)-3-fluorobenzene and isolated as white solid (6.8 mg, 39%). MS (m/e): 425.4 (MH+). The reactants are CC=1NC(C(C#N)=CC1C(CC)=O)=O (1,2-Dihydro-6-methyl-2-oxo-5-(n-propanoyl)nicotinonitrile), C(C)(=O)C1=C(NC(C(C#N)=C1)=O)CC (5-acetyl-6-ethyl-1,2-dihydro-2-oxonicotinonitrile), CC(CC(CC)=O)=O (2,4-hexanedione), COC(N(C)C)OC (dimethylformamide dimethyl acetal). The solvent is CN(C=O)C (dimethylformamide). Reaction conditions: time 8 hour. The product is CN(C)C=C(C(C)=O)C(CC)=O (3-dimethylaminomethylene-2,4-hexanedione). Reaction SMILES: CC1NC(=O)C(=CC=1C(=O)CC)C#N.C(C1C=C(C#N)C(=O)NC=1CC)(=O)C.[CH3:29][C:30](=[O:36])[CH2:31][C:32](=[O:35])[CH2:33][CH3:34].CO[CH:39](OC)[N:40]([CH3:42])[CH3:41]>CN(C)C=O>[CH3:39][N:40]([CH:42]=[C:31]([C:32](=[O:35])[CH2:33][CH3:34])[C:30](=[O:36])[CH3:29])[CH3:41]. Reported procedure: A-2. 1,2-Dihydro-6-methyl-2-oxo-5-(n-propanoyl)nicotinonitrile and 5-acetyl-6-ethyl-1,2-dihydro-2-oxonicotinonitrile--A mixture containing 34 g of 2,4-hexanedione, 50 ml of dimethylformamide and 40 ml of dimethylformamide dimethyl acetal was allowed to stand at room temperature overnight and then concentrated on a rotary evaporator at steam bath temperature to yield, as a liquid, 3-dimethylaminomethylene-2,4-hexanedione. A mixture containing said 3-dimethylaminomethylene-2,4-hexanedione, 300 ml ... Reactants: COC1=C(C=C(C=C1)CC2C3=CC(=C(C=C3CCN2)OC)OC)OC.Cl (tetrahydropapaverine hydrochloride), ICCCCCC(C#N)(C1=CC(=C(C=C1)OC)OC)SC1=CC=C(C=C1)C (α-(5-iodopentyl)-3,4-dimethoxy-α-[(4-methylphenyl)thio]benzeneacetonitrile). Product: COC=1C=C(C=CC1OC)C(C#N)(CCCCCN1C(C2=CC(=C(C=C2CC1)OC)OC)CC1=CC(=C(C=C1)OC)OC)SC1=CC=C(C=C1)C (α-(3,4-Dimethoxyphenyl)-1-[(3,4-dimethoxyphenyl)methyl]-3,4-dihydro-6,7-dimethoxy-α-[(4-methylphenyl)thio]-2(1H)isoquinolineheptanenitrile). Isolated yield 61.1%. Reaction SMILES: [CH3:1][O:2][C:3]1[CH:8]=[CH:7][C:6]([CH2:9][CH:10]2[NH:19][CH2:18][CH2:17][C:16]3[C:11]2=[CH:12][C:13]([O:22][CH3:23])=[C:14]([O:20][CH3:21])[CH:15]=3)=[CH:5][C:4]=1[O:24][CH3:25].Cl.I[CH2:28][CH2:29][CH2:30][CH2:31][CH2:32][C:33]([S:46][C:47]1[CH:52]=[CH:51][C:50]([CH3:53])=[CH:49][CH:48]=1)([C:36]1[CH:41]=[CH:40][C:39]([O:42][CH3:43])=[C:38]([O:44][CH3:45])[CH:37]=1)[C:34]#[N:35]>>[CH3:45][O:44][C:38]1[CH:37]=[C:36]([C:33]([S:46][C:47]2[CH:48]=[CH:49][C:50]([CH3:53])=[CH:51][CH:52]=2)([CH2:32][CH2:31][CH2:30][CH2:29][CH2:28][N:19]2[CH2:18][CH2:17][C:16]3[C:11](=[CH:12][C:13]([O:22][CH3:23])=[C:14]([O:20][CH3:21])[CH:15]=3)[CH:10]2[CH2:9][C:6]2[CH:7]=[CH:8][C:3]([O:2][CH3:1])=[C:4]([O:24][CH3:25])[CH:5]=2)[C:34]#[N:35])[CH:41]=[CH:40][C:39]=1[O:42][CH3:43] |f:0.1|. Procedure details: The procedure of Example 49 is repeated using 0.345 g of tetrahydropapaverine hydrochloride and 0.30 g of α-(5-iodopentyl)-3,4-dimethoxy-α-[(4-methylphenyl)thio]benzeneacetonitrile. This affords 0.263 g of the desired product as a yellow oil. Reactants: NC1=C(C(=CC(=C1)Cl)NCCO)[N+](=O)[O-] (2-amino-6-(β-hydroxyethyl)amino-4-chloronitrobenzene), solution, C[O-].[Na+] (sodium methylate). Solvent: CO (methanol). Yields the product NC1=C(C(=CC(=C1)OC)NCCO)[N+](=O)[O-] (2-amino-6-(β-hydroxyethyl)amino-4-methoxynitrobenzene). RXN SMILES: [NH2:1][C:2]1[CH:7]=[C:6](Cl)[CH:5]=[C:4]([NH:9][CH2:10][CH2:11][OH:12])[C:3]=1[N+:13]([O-:15])=[O:14].[CH3:16][O-:17].[Na+]>CO>[NH2:1][C:2]1[CH:7]=[C:6]([O:17][CH3:16])[CH:5]=[C:4]([NH:9][CH2:10][CH2:11][OH:12])[C:3]=1[N+:13]([O-:15])=[O:14] |f:1.2|. Reported procedure: 0.172 mole (40 g) of 2-amino-6-(β-hydroxyethyl)amino-4-chloronitrobenzene in 160 ml of a 30% solution of sodium methylate in methanol was heated for 21/2 hours over a boiling water bath. The desired product precipitated out after dilution with 350 ml of ice water. After recrystallizing from boiling isopropanol to eliminate an insoluble impurity, the desired product melted at 148° C. Starting materials: C(Cl)Cl (CH2Cl2), IC=1C=C(C(=O)OC)C=CC1 (Methyl 3-iodobenzoate), C1(=CC=CC=C1)C#C (phenylacetylene), N1CCCCC1 (piperidine). Reagents/catalysts: Cl[Pd]([P](C1=CC=CC=C1)(C2=CC=CC=C2)C3=CC=CC=C3)([P](C4=CC=CC=C4)(C5=CC=CC=C5)C6=CC=CC=C6)Cl (Pd(PPh3)2Cl2). Solvent: O (water). Yields the product C1(=CC=CC=C1)C#CC=1C=C(C(=O)OC)C=CC1 (methyl 3-phenylethynyl-benzoate). RXN SMILES: I[C:2]1[CH:3]=[C:4]([CH:9]=[CH:10][CH:11]=1)[C:5]([O:7][CH3:8])=[O:6].[C:12]1([C:18]#[CH:19])[CH:17]=[CH:16][CH:15]=[CH:14][CH:13]=1.N1CCCCC1.C(Cl)Cl>Cl[Pd](Cl)([P](C1C=CC=CC=1)(C1C=CC=CC=1)C1C=CC=CC=1)[P](C1C=CC=CC=1)(C1C=CC=CC=1)C1C=CC=CC=1.O>[C:12]1([C:18]#[C:19][C:2]2[CH:3]=[C:4]([CH:9]=[CH:10][CH:11]=2)[C:5]([O:7][CH3:8])=[O:6])[CH:17]=[CH:16][CH:15]=[CH:14][CH:13]=1 |^1:31,50|. Procedure: Methyl 3-iodobenzoate, phenylacetylene (1.5 eq.) and Pd(PPh3)2Cl2 (5 mol %) in piperidine (3 eq.) was heated at 70° C. for 30 minutes. The solidified residue was dissolved with CH2Cl2 and water and poured onto HCl 2N. The acidic phase was extracted three times with CH2Cl2. The combined organic layers were washed twice with HCl 2N, once with water and once with brine. The organic layer was then dried over MgSO4 and concentrated. The resulting residue was purified using SiO2 with petroleum spirit/... Reactants: CN(C(=O)OC(C)(C)C)C(C)(C)C(=O)O, C1CCOC1. Reaction SMILES: [C:1]([CH3:2])([CH3:3])([CH3:4])[O:5][C:6](=[O:7])[N:8]([C:9]([CH3:10])([C:11](=[O:12])[OH:13])[CH3:14])[CH3:15].[CH2:16]1[O:17][CH2:18][CH2:19][CH2:20]1>>[C:1]([CH3:2])([CH3:3])([CH3:4])[O:5][C:6](=[O:7])[N:8]([C:9]([CH3:10])([CH2:11][OH:12])[CH3:14])[CH3:15]. The product is CN(C(=O)OC(C)(C)C)C(C)(C)CO.